This data is from the Open Reaction Database (ORD), a public repository of structured organic reaction records. The task is: describe an organic reaction: reactants, conditions, products, and yield The reactants are ClC=1C(N(N=CC1Cl)C1OCCCC1)=O (4,5-dichloro-2-(tetrahydropyran-2-yl)-2H-pyridazin-3-one), ClC=1C(N(N=CC1Cl)C1OCCCC1)=O (4,5-dichloro-2-(tetrahydropyran-2-yl)-2H-pyridazin-3-one), C([O-])([O-])=O.[K+].[K+] (potassium carbonate), FC(C1=C(C=CC=C1)O)(F)F (2-trifluoromethyl-phenol). Run in C(C)#N (acetonitrile). Conditions: temperature 105 celsius. Product: ClC=1C(N(N=CC1OC1=C(C=CC=C1)C(F)(F)F)C1OCCCC1)=O (4-chloro-2-(tetrahydro-pyran-2-yl)-5-(2-trifluoromethyl-phenoxy)-2H-pyridazin-3-one). Isolated yield 79.6%. As a reaction SMILES: [Cl:1][C:2]1[C:3](=[O:15])[N:4]([CH:9]2[CH2:14][CH2:13][CH2:12][CH2:11][O:10]2)[N:5]=[CH:6][C:7]=1Cl.C(=O)([O-])[O-].[K+].[K+].[F:22][C:23]([F:32])([F:31])[C:24]1[CH:29]=[CH:28][CH:27]=[CH:26][C:25]=1[OH:30]>C(#N)C>[Cl:1][C:2]1[C:3](=[O:15])[N:4]([CH:9]2[CH2:14][CH2:13][CH2:12][CH2:11][O:10]2)[N:5]=[CH:6][C:7]=1[O:30][C:25]1[CH:26]=[CH:27][CH:28]=[CH:29][C:24]=1[C:23]([F:22])([F:31])[F:32] |f:1.2.3|. Reported procedure: A solution of 4,5-dichloro-2-(tetrahydropyran-2-yl)-2H-pyridazin-3-one (4.00 g, 16.05 mmol) (Intermediate 20) in acetonitrile (178 mL, 0.09M) was treated with potassium carbonate (2.21 g, 16.05 mmol) and 2-trifluoromethyl-phenol (2.60 g, 16.05 mmol). The resulting reaction mixture was heated to 105° C. for 18 h and then was allowed to cool to 25° C. The reaction mixture was partitioned between water (150 mL) and methylene chloride (3×100 mL). The combined organics were dried over sodium sulfate,... The reactants are CCOC(C)=O, O=C(CCc1ccc(O)cc1)Nc1ccc(Cl)c(C(F)(F)F)c1, O=S(=O)(Cl)Cl. Yields the product O=C(CCc1ccc(O)c(Cl)c1)Nc1ccc(Cl)c(C(F)(F)F)c1. As a reaction SMILES: [CH3:29][CH2:30][O:31][C:32]([CH3:33])=[O:34].[Cl:1][c:2]1[c:3]([C:20]([F:21])([F:22])[F:23])[cH:4][c:5]([NH:8][C:9]([CH2:10][CH2:11][c:12]2[cH:13][cH:14][c:15]([OH:18])[cH:16][cH:17]2)=[O:19])[cH:6][cH:7]1.[S:24]([Cl:25])(=[O:26])([Cl:27])=[O:28]>>[Cl:1][c:2]1[c:3]([C:20]([F:21])([F:22])[F:23])[cH:4][c:5]([NH:8][C:9]([CH2:10][CH2:11][c:12]2[cH:13][c:14]([Cl:27])[c:15]([OH:18])[cH:16][cH:17]2)=[O:19])[cH:6][cH:7]1. The reactants are C(C)N(C(OCCl)=O)CCC(C)C (chloromethyl N-ethyl-N-isoamylcarbamate), O[C@H](C)[C@@H]1[C@@H]2N(C(=C([C@@H]2C)S\C=C/C2=C(N=CS2)CO)C(=O)[O-])C1=O.[Na+] (sodium (1R,5S,6S)-6-((1R)-1-hydroxyethyl)-2-[[(Z)-2-(4-hydroxymethylthiazol-5-yl)ethen-1-yl]thio]-1-methyl-1-carbapen-2-em-3-carboxylate). Yields the product O[C@H](C)[C@@H]1[C@@H]2N(C(=C([C@@H]2C)S\C=C/C2=C(N=CS2)CO)C(=O)OCOC(=O)N(CCC(C)C)CC)C1=O (N-Ethyl-N-isoamylaminocarbonyloxymethyl (1R,5S,6S)-6-((1R)-1-hydroxyethyl)-2-[[(Z)-2-(4-hydroxymethylthiazol-5-yl)ethen-1-yl]thio]-1-methyl-1-carbapen-2-em-3-carboxylate). Yield: 47.4%. As a reaction SMILES: [CH2:1]([N:3]([CH2:9][CH2:10][CH:11]([CH3:13])[CH3:12])[C:4](=[O:8])[O:5][CH2:6]Cl)[CH3:2].[OH:14][C@@H:15]([C@H:17]1[C:37](=[O:38])[N:19]2[C:20]([C:34]([O-:36])=[O:35])=[C:21]([S:24]/[CH:25]=[CH:26]\[C:27]3[S:31][CH:30]=[N:29][C:28]=3[CH2:32][OH:33])[C@H:22]([CH3:23])[C@H:18]12)[CH3:16].[Na+]>>[OH:14][C@@H:15]([C@H:17]1[C:37](=[O:38])[N:19]2[C:20]([C:34]([O:36][CH2:6][O:5][C:4]([N:3]([CH2:1][CH3:2])[CH2:9][CH2:10][CH:11]([CH3:13])[CH3:12])=[O:8])=[O:35])=[C:21]([S:24]/[CH:25]=[CH:26]\[C:27]3[S:31][CH:30]=[N:29][C:28]=3[CH2:32][OH:33])[C@H:22]([CH3:23])[C@H:18]12)[CH3:16] |f:1.2|. Reported procedure: In the same manner as in step b) in Example 125, 213 mg of the title compound was prepared from 202 mg of chloromethyl N-ethyl-N-isoamylcarbamate and 328 mg of sodium (1R,5S,6S)-6-((1R)-1-hydroxyethyl)-2-[[(Z)-2-(4-hydroxymethylthiazol-5-yl)ethen-1-yl]thio]-1-methyl-1-carbapen-2-em-3-carboxylate. Starting materials: CCOC(=O)C(CC(=O)O)(C(=O)OCC)n1cccc1, CCN=C=NCCCN(C)C, CC#N, ClCCl, Cl, N, O=C1CCC(=O)N1O. The product is CCOC(=O)C(CC(N)=O)(C(=O)OCC)n1cccc1. RXN SMILES: [CH2:1]([CH3:2])[O:3][C:4]([C:5]([C:6](=[O:7])[O:8][CH2:9][CH3:10])([n:11]1[cH:12][cH:13][cH:14][cH:15]1)[CH2:16][C:17](=[O:18])[OH:19])=[O:20].[CH2:30]([N:31]=[C:32]=[N:33][CH2:34][CH2:35][CH2:36][N:37]([CH3:38])[CH3:39])[CH3:40].[CH3:45][C:46]#[N:47].[Cl:42][CH2:43][Cl:44].[ClH:29].[NH3:41].[OH:21][N:22]1[C:23](=[O:24])[CH2:25][CH2:26][C:27]1=[O:28]>>[CH2:1]([CH3:2])[O:3][C:4]([C:5]([C:6](=[O:7])[O:8][CH2:9][CH3:10])([n:11]1[cH:12][cH:13][cH:14][cH:15]1)[CH2:16][C:17](=[O:18])[NH2:22])=[O:20]. Reaction SMILES: [CH2:1]([C@H:4]1[NH:11][CH2:10][C:9]2[CH:12]=[CH:13][CH:14]=[CH:15][C:8]=2[CH2:7][O:6][CH2:5]1)[CH:2]=[CH2:3].[N:16]1[C:25]2[C:20](=[CH:21][CH:22]=[CH:23][C:24]=2[S:26](Cl)(=[O:28])=[O:27])[CH:19]=[CH:18][CH:17]=1>CN(C1C=CN=CC=1)C.C(Cl)Cl>[CH2:1]([C@H:4]1[N:11]([S:26]([C:24]2[CH:23]=[CH:22][CH:21]=[C:20]3[C:25]=2[N:16]=[CH:17][CH:18]=[CH:19]3)(=[O:27])=[O:28])[CH2:10][C:9]2[CH:12]=[CH:13][CH:14]=[CH:15][C:8]=2[CH2:7][O:6][CH2:5]1)[CH:2]=[CH2:3]. Isolated yield 55.9%. The reagents and catalysts are CN(C)C=1C=CN=CC1 (DMAP). Run in C(Cl)Cl (DCM). Product: C(C=C)[C@@H]1COCC2=C(CN1S(=O)(=O)C=1C=CC=C3C=CC=NC13)C=CC=C2 ((R)-4-Allyl-5-(quinolin-8-ylsulfonyl)-3,4,5,6-tetrahydro-1H-benzo[f][1,4]oxazocine). The reactants are C(C=C)[C@@H]1COCC2=C(CN1)C=CC=C2 ((R)-4-Allyl-3,4,5,6-tetrahydro-1H-benzo[f][1,4]oxazocine), N1=CC=CC2=CC=CC(=C12)S(=O)(=O)Cl (quinoline-8-sulfonyl chloride), TEA. Reported procedure: A solution of compound 18l (1.2 g, 5.9 mmol), quinoline-8-sulfonyl chloride (1.5 g, 6.5 mmol), TEA (1.8 g, 17.7 mmol) and DMAP (366 mg, 3 mmol) in 20 mL of DCM was stirred at rt overnight. The mixture was concentrated and the residue was purified by CC to give the desired compound 18 (1.3 g, 56% yield) as a white solid. 1H NMR (500 MHz, CDCl3) δ 8.94 (m, 1H), 8.46 (d, J=7.5 Hz, 1H), 8.13 (d, J=8.5 Hz, 1H), 7.93 (d, J=8.0 Hz, 1H), 7.54 (t, J=8.0 Hz, 1H), 7.43 (dd, J=4.0, 8.0 Hz, 1H), 7.20 (d, J=7... The reactants are C(=O)(O)C=1C=C(CBr)C=CC1 (m-carboxybenzyl bromide), COC=1C=C(C=CC1OC)C(C#N)SC1=CC=C(C=C1)C (3,4-dimethoxy-α-[(4-methylphenyl)thio]benzene acetonitrile), C(CCC)[Li] (n-butyl lithium). Run in O1CCCC1 (tetrahydrofuran), O1CCCC1 (tetrahydrofuran), CCCCCC (hexane). Conditions: temperature -78 celsius, time 35 minute. The product is C(#N)C(CC=1C=C(C(=O)O)C=CC1)(SC1=CC=C(C=C1)C)C1=CC(=C(C=C1)OC)OC (3-[2-Cyano-2-(3,4-dimethoxyphenyl)-2-[(4-methylphenyl)thio]ethyl]benzoic acid). The yield is 85.1%. Reaction SMILES: [CH3:1][O:2][C:3]1[CH:4]=[C:5]([CH:11]([S:14][C:15]2[CH:20]=[CH:19][C:18]([CH3:21])=[CH:17][CH:16]=2)[C:12]#[N:13])[CH:6]=[CH:7][C:8]=1[O:9][CH3:10].C([Li])CCC.[C:27]([C:30]1[CH:31]=[C:32]([CH:35]=[CH:36][CH:37]=1)[CH2:33]Br)([OH:29])=[O:28]>O1CCCC1.CCCCCC>[C:12]([C:11]([C:5]1[CH:6]=[CH:7][C:8]([O:9][CH3:10])=[C:3]([O:2][CH3:1])[CH:4]=1)([S:14][C:15]1[CH:16]=[CH:17][C:18]([CH3:21])=[CH:19][CH:20]=1)[CH2:33][C:32]1[CH:31]=[C:30]([CH:37]=[CH:36][CH:35]=1)[C:27]([OH:29])=[O:28])#[N:13]. Procedure details: To a cold (-78° C.) solution of 1.86 g of 3,4-dimethoxy-α-[(4-methylphenyl)thio]benzene acetonitrile in 15 mL of tetrahydrofuran is added drop-wise a solution of 2.9 mL of n-butyl lithium (2.2 M) in hexane. This solution is stirred at -78° C. for 35 minutes. A solution of 0.67 g of m-carboxybenzyl bromide in 5 mL of anhydrous tetrahydrofuran is added drop-wise, stirred at -78° C. for 40 minutes and then at room temperature for 15 minutes. The mixture is quenched with water and extracted with eth...